This data is from the Open Reaction Database (ORD), a public repository of structured organic reaction records. The task is: describe an organic reaction: reactants, conditions, products, and yield Starting materials: OCC1OC(c2ccc(Cl)c(Cc3ccc4c(c3)N(Cc3ccccc3)CC3(CC3)O4)c2)C(O)C(O)C1O, CCOC(C)=O, CO, Cl. Yields the product OCC1OC(c2ccc(Cl)c(Cc3ccc4c(c3)NCC3(CC3)O4)c2)C(O)C(O)C1O. Reaction SMILES: [CH2:1]([c:2]1[cH:3][cH:4][cH:5][cH:6][cH:7]1)[N:8]1[CH2:9][C:10]2([O:11][c:12]3[c:13]1[cH:14][c:15]([CH2:18][c:19]1[cH:20][c:21]([CH:26]4[O:27][CH:28]([CH2:35][OH:36])[CH:29]([OH:34])[CH:30]([OH:33])[CH:31]4[OH:32])[cH:22][cH:23][c:24]1[Cl:25])[cH:16][cH:17]3)[CH2:37][CH2:38]2.[CH3:39][CH2:40][O:41][C:42](=[O:43])[CH3:44].[CH3:46][OH:47].[ClH:45]>>[NH:8]1[CH2:9][C:10]2([O:11][c:12]3[c:13]1[cH:14][c:15]([CH2:18][c:19]1[cH:20][c:21]([CH:26]4[O:27][CH:28]([CH2:35][OH:36])[CH:29]([OH:34])[CH:30]([OH:33])[CH:31]4[OH:32])[cH:22][cH:23][c:24]1[Cl:25])[cH:16][cH:17]3)[CH2:37][CH2:38]2. Starting materials: O=C(O)CBr, CC[O-], CCO, [Na+], CCOP([O-])OCC. The product is CCOP(=O)(CC(=O)O)OCC. As a reaction SMILES: [Br:13][CH2:14][C:15](=[O:16])[OH:17].[CH3:10][CH2:11][O-:12].[CH3:18][CH2:19][OH:20].[Na+:9].[P:1]([O:2][CH2:3][CH3:4])([O:5][CH2:6][CH3:7])[O-:8]>>[P:1]([O:2][CH2:3][CH3:4])([O:5][CH2:6][CH3:7])(=[O:8])[CH2:14][C:15](=[O:16])[OH:17].